This data is from the Open Reaction Database (ORD), a public repository of structured organic reaction records. The task is: describe an organic reaction: reactants, conditions, products, and yield Starting materials: COP1Oc2ccccc2-c2ccccc21, Cc1cc(C)cc(C(=O)Cl)c1, CC(C)=O. Yields the product Cc1cc(C)cc(C(=O)P2(=O)Oc3ccccc3-c3ccccc32)c1. As a reaction SMILES: [CH3:12][O:13][P:14]1[O:15][c:16]2[c:17]([cH:24][cH:25][cH:26][cH:27]2)-[c:18]2[c:19]1[cH:20][cH:21][cH:22][cH:23]2.[CH3:1][c:2]1[cH:3][c:4]([C:5](=[O:6])[Cl:7])[cH:8][c:9]([CH3:11])[cH:10]1.[CH3:28][C:29](=[O:30])[CH3:31]>>[CH3:1][c:2]1[cH:3][c:4]([C:5](=[O:6])[P:14]2(=[O:13])[O:15][c:16]3[c:17]([cH:24][cH:25][cH:26][cH:27]3)-[c:18]3[c:19]2[cH:20][cH:21][cH:22][cH:23]3)[cH:8][c:9]([CH3:11])[cH:10]1. Yields the product C(C=C)C1CCOC2=CC=C(C=C12)B1OC(C(O1)(C)C)(C)C (2-(4-Allylchroman-6-yl)-4,4,5,5-tetramethyl-1,3,2-dioxaborolane). Procedure: A stirred solution of 4-allyl-6-(4,4,5,5-tetramethyl-1,3,2-dioxaborolan-2-yl)chroman-4-ol (1.80 g, 5.69 mmol) and triethylsilane (7.27 ml, 45.5 mmol) in DCE (30 ml) was treated with TFA (14.03 ml, 182 mmol) by rapid addition at ambient temperature. The reaction was stirred for 10 min, then carefully quenched with sat'd. aq. NaHCO3 (200 mL). The organic layer was concentrated and the residue was purified by biotage (80 g SiO2, 0% (3 CV), 0-60% (15 CV), 60% (2 CV), EtOAc in hexanes) to afford the ... RXN SMILES: [CH2:1]([C:4]1(O)[C:13]2[C:8](=[CH:9][CH:10]=[C:11]([B:14]3[O:18][C:17]([CH3:20])([CH3:19])[C:16]([CH3:22])([CH3:21])[O:15]3)[CH:12]=2)[O:7][CH2:6][CH2:5]1)[CH:2]=[CH2:3].C([SiH](CC)CC)C.C(O)(C(F)(F)F)=O>ClCCCl>[CH2:1]([CH:4]1[C:13]2[C:8](=[CH:9][CH:10]=[C:11]([B:14]3[O:18][C:17]([CH3:20])([CH3:19])[C:16]([CH3:22])([CH3:21])[O:15]3)[CH:12]=2)[O:7][CH2:6][CH2:5]1)[CH:2]=[CH2:3]. The reactants are C(C=C)C1(CCOC2=CC=C(C=C12)B1OC(C(O1)(C)C)(C)C)O (4-allyl-6-(4,4,5,5-tetramethyl-1,3,2-dioxaborolan-2-yl)chroman-4-ol), C(C)[SiH](CC)CC (triethylsilane), C(=O)(C(F)(F)F)O (TFA). Run at time 10 minute. Yield: 55.2%. Run in ClCCCl (DCE). RXN SMILES: [C:1]([CH3:2])([CH3:3])([CH3:4])[N:5]([C:6]([C:7](=[O:8])[O:9][CH2:10][CH3:11])=[O:12])[CH2:13][CH2:14][C:15]([CH2:16][C:17]#[CH:18])([CH3:19])[CH3:20].[K+:22].[O:23]1[CH2:24][CH2:25][O:26][CH2:27][CH2:28]1.[OH-:21].[OH2:29]>>[C:1]([CH3:2])([CH3:3])([CH3:4])[N:5]([C:6]([C:7](=[O:8])[OH:9])=[O:12])[CH2:13][CH2:14][C:15]([CH2:16][C:17]#[CH:18])([CH3:19])[CH3:20]. The product is C#CCC(C)(C)CCN(C(=O)C(=O)O)C(C)(C)C. The reactants are C#CCC(C)(C)CCN(C(=O)C(=O)OCC)C(C)(C)C, [K+], C1COCCO1, [OH-], O. Reactants: C=CCCCN1CCCCCCC1=O, [O-][I+3]([O-])([O-])[O-], [Na+], C1CCOC1, O. Yields the product O=CCCCN1CCCCCCC1=O. As a reaction SMILES: [CH2:1]([CH2:2][CH2:3][CH:4]=[CH2:5])[N:6]1[C:7](=[O:14])[CH2:8][CH2:9][CH2:10][CH2:11][CH2:12][CH2:13]1.[I+3:15]([O-:16])([O-:17])([O-:18])[O-:19].[Na+:20].[O:21]1[CH2:22][CH2:23][CH2:24][CH2:25]1.[OH2:26]>>[CH2:1]([CH2:2][CH2:3][CH:4]=[O:16])[N:6]1[C:7](=[O:14])[CH2:8][CH2:9][CH2:10][CH2:11][CH2:12][CH2:13]1.